Dataset: the Open Reaction Database (ORD), a public repository of structured organic reaction records. Task: describe an organic reaction: reactants, conditions, products, and yield Starting materials: Cc1csc(Nc2cc(Sc3cccc(O[Si](C)(C)C(C)(C)C)c3)ccn2)n1, C1CCOC1, Cl, O. Product: Cc1csc(Nc2cc(Sc3cccc(O)c3)ccn2)n1. Reaction SMILES: [C:1]([Si:2]([CH3:3])([CH3:4])[O:6][c:7]1[cH:8][c:9]([S:13][c:14]2[cH:15][c:16]([NH:20][c:21]3[s:22][cH:23][c:24]([CH3:26])[n:25]3)[n:17][cH:18][cH:19]2)[cH:10][cH:11][cH:12]1)([CH3:5])([CH3:27])[CH3:28].[CH2:29]1[O:30][CH2:31][CH2:32][CH2:33]1.[ClH:34].[OH2:35]>>[OH:6][c:7]1[cH:8][c:9]([S:13][c:14]2[cH:15][c:16]([NH:20][c:21]3[s:22][cH:23][c:24]([CH3:26])[n:25]3)[n:17][cH:18][cH:19]2)[cH:10][cH:11][cH:12]1. Starting materials: CS(=O)(=O)c1ccc(F)c(C(F)(F)F)c1, O=C(O)Cc1ccc(F)c(O)c1. The product is CS(=O)(=O)c1ccc(Oc2cc(CC(=O)O)ccc2F)c(C(F)(F)F)c1. Reaction SMILES: [CH3:13][S:14](=[O:15])(=[O:16])[c:17]1[cH:18][c:19]([C:24]([F:25])([F:26])[F:27])[c:20]([F:23])[cH:21][cH:22]1.[F:1][c:2]1[c:3]([OH:12])[cH:4][c:5]([CH2:8][C:9](=[O:10])[OH:11])[cH:6][cH:7]1>>[F:1][c:2]1[c:3]([O:12][c:20]2[c:19]([C:24]([F:25])([F:26])[F:27])[cH:18][c:17]([S:14]([CH3:13])(=[O:15])=[O:16])[cH:22][cH:21]2)[cH:4][c:5]([CH2:8][C:9](=[O:10])[OH:11])[cH:6][cH:7]1. The reactants are O=C([O-])[O-], FC(F)(F)c1cc(CBr)cc(C(F)(F)F)c1, [K+], [K+], CN(C)C=O, COC(=O)C1=Cc2cc(O)ccc2CCC1. The product is COC(=O)C1=Cc2cc(OCc3cc(C(F)(F)F)cc(C(F)(F)F)c3)ccc2CCC1. RXN SMILES: [C:17](=[O:18])([O-:19])[O-:20].[F:23][C:24]([c:25]1[cH:26][c:27]([CH2:28][Br:29])[cH:30][c:31]([C:33]([F:34])([F:35])[F:36])[cH:32]1)([F:37])[F:38].[K+:21].[K+:22].[O:39]=[CH:40][N:41]([CH3:42])[CH3:43].[OH:1][c:2]1[cH:3][cH:4][c:5]2[c:6]([cH:16]1)[CH:7]=[C:8]([C:12](=[O:13])[O:14][CH3:15])[CH2:9][CH2:10][CH2:11]2>>[O:1]([c:2]1[cH:3][cH:4][c:5]2[c:6]([cH:16]1)[CH:7]=[C:8]([C:12](=[O:13])[O:14][CH3:15])[CH2:9][CH2:10][CH2:11]2)[CH2:28][c:27]1[cH:26][c:25]([C:24]([F:23])([F:37])[F:38])[cH:32][c:31]([C:33]([F:34])([F:35])[F:36])[cH:30]1.